This data is from the Open Reaction Database (ORD), a public repository of structured organic reaction records. The task is: describe an organic reaction: reactants, conditions, products, and yield Reported procedure: To a solution of example 119 (0.060 g, 0.135 mmol) in dichloromethane (1 ml), 3-chloroperbenzoic acid (0.46 g, 0.270 mmol) was added and stirred at RT for 12 h. The mixture was diluted with water, extracted with dichloromethane, the organic layer dried over sodium sulphate and concentrated. The crude product was purified by column chromatography with methanol:dichloromethane as the eluent to afford the title compound as a grey solid. (0.016 g, 26%). M.P.: 212-215° C. 1H-NMR (δ ppm, DMSO-d6, 400 ... Product: C(N)(=O)C1=C(C=C(C=C1)C1=CC=C2C(=N1)N(N=N2)CC=2C=C1C=CC=[N+](C1=CC2)[O-])Cl (6-((5-(4-carbamoyl-3-chlorophenyl)-3H-[1,2,3]triazolo[4,5-b]pyridin-3-yl)methyl)quinoline 1-oxide). Starting materials: ClC1=C(C(=O)NCC)C=CC(=C1)C1=CC=C2C(=N1)N(N=N2)CC=2C=C1C=CC=NC1=CC2 (2-Chloro-N-ethyl-4-(3-(quinolin-6-ylmethyl)-3H-[1,2,3]triazolo[4,5-b]pyridin-5-yl)benzamide), ClC1=CC(=CC=C1)C(=O)OO (3-chloroperbenzoic acid). The solvent is O (water), ClCCl (dichloromethane). Run at time 12 hour. As a reaction SMILES: [Cl:1][C:2]1[CH:12]=[C:11]([C:13]2[N:18]=[C:17]3[N:19]([CH2:22][C:23]4[CH:24]=[C:25]5[C:30](=[CH:31][CH:32]=4)[N:29]=[CH:28][CH:27]=[CH:26]5)[N:20]=[N:21][C:16]3=[CH:15][CH:14]=2)[CH:10]=[CH:9][C:3]=1[C:4]([NH:6]CC)=[O:5].ClC1C=CC=C(C(OO)=[O:41])C=1>ClCCl.O>[C:4]([C:3]1[CH:9]=[CH:10][C:11]([C:13]2[N:18]=[C:17]3[N:19]([CH2:22][C:23]4[CH:24]=[C:25]5[C:30](=[CH:31][CH:32]=4)[N+:29]([O-:41])=[CH:28][CH:27]=[CH:26]5)[N:20]=[N:21][C:16]3=[CH:15][CH:14]=2)=[CH:12][C:2]=1[Cl:1])(=[O:5])[NH2:6]. The reactants are CCc1ccc(C(O)CBr)nc1, O=C([O-])[O-], CC(C)(C)O, [K+], [K+], O, O=Cc1ccc(O)cc1. The product is CCc1ccc(C(O)COc2ccc(C=O)cc2)nc1. As a reaction SMILES: [Br:16][CH2:17][CH:18]([OH:19])[c:20]1[n:21][cH:22][c:23]([CH2:26][CH3:27])[cH:24][cH:25]1.[C:10](=[O:11])([O-:12])[O-:13].[C:29]([OH:30])([CH3:31])([CH3:32])[CH3:33].[K+:14].[K+:15].[OH2:28].[OH:1][c:2]1[cH:3][cH:4][c:5]([CH:6]=[O:7])[cH:8][cH:9]1>>[O:1]([c:2]1[cH:3][cH:4][c:5]([CH:6]=[O:7])[cH:8][cH:9]1)[CH2:17][CH:18]([OH:19])[c:20]1[n:21][cH:22][c:23]([CH2:26][CH3:27])[cH:24][cH:25]1. The reactants are BrC=1C=C2C(=NC1)N(C=C2C=2C=C1C=CNC1=CC2)S(=O)(=O)C2=CC=C(C)C=C2 (5-bromo-3-(1H-indol-5-yl)-1-tosyl-1H-pyrrolo[2,3-b]pyridine), BrCC1=CC=C(C=C1)B1OC(C(O1)(C)C)(C)C (2-(4-Bromomethyl-phenyl)-4,4,5,5-tetramethyl-[1,3,2]dioxaborolane), C(C)(=O)N1CCNCC1 (N-acetylpiperazine), C(=O)([O-])[O-].[K+].[K+] (K2CO3). Reagents/catalysts: Cl[Pd]([P](C1=CC=CC=C1)(C2=CC=CC=C2)C3=CC=CC=C3)([P](C4=CC=CC=C4)(C5=CC=CC=C5)C6=CC=CC=C6)Cl (dichlorobis(triphenylphosphine)palladium). The solvent is CN(C)C=O (DMF). Run at time 8 hour. Yields the product N1C=CC2=CC(=CC=C12)C1=CNC2=NC=C(C=C21)C2=CC=C(CN1CCN(CC1)C(C)=O)C=C2 (1-(4-{4-[3-(1H-indol-5-yl)-1H-pyrrolo[2,3-b]pyridin-5-yl]-benzyl}-piperazin-1-yl)-ethanone). The yield is 42.9%. RXN SMILES: Br[CH2:2][C:3]1[CH:8]=[CH:7][C:6](B2OC(C)(C)C(C)(C)O2)=[CH:5][CH:4]=1.[C:18]([N:21]1[CH2:26][CH2:25][NH:24][CH2:23][CH2:22]1)(=[O:20])[CH3:19].C([O-])([O-])=O.[K+].[K+].Br[C:34]1[CH:35]=[C:36]2[C:42]([C:43]3[CH:44]=[C:45]4[C:49](=[CH:50][CH:51]=3)[NH:48][CH:47]=[CH:46]4)=[CH:41][N:40](S(C3C=CC(C)=CC=3)(=O)=O)[C:37]2=[N:38][CH:39]=1>CN(C=O)C.Cl[Pd](Cl)([P](C1C=CC=CC=1)(C1C=CC=CC=1)C1C=CC=CC=1)[P](C1C=CC=CC=1)(C1C=CC=CC=1)C1C=CC=CC=1>[NH:48]1[C:49]2[C:45](=[CH:44][C:43]([C:42]3[C:36]4[C:37](=[N:38][CH:39]=[C:34]([C:6]5[CH:5]=[CH:4][C:3]([CH2:2][N:24]6[CH2:25][CH2:26][N:21]([C:18](=[O:20])[CH3:19])[CH2:22][CH2:23]6)=[CH:8][CH:7]=5)[CH:35]=4)[NH:40][CH:41]=3)=[CH:51][CH:50]=2)[CH:46]=[CH:47]1 |f:2.3.4,^1:69,88|. Procedure: 2-(4-Bromomethyl-phenyl)-4,4,5,5-tetramethyl-[1,3,2]dioxaborolane (100 mg, 0.337 mmol), N-acetylpiperazine (47 mg, 0.37 mmol) and K2CO3 (93 mg, 0.675 mmol) were combined in DMF (2.5 ml) and stirred overnight at room temperature. The reaction was quenched by the addition of water, extracted with DCM and dried. The residue was taken up in CH3CN (2 ml), Intermediate B (120 mg, 0.275 mmol) and dichlorobis(triphenylphosphine)palladium (II) (10 mg, 0.013 mmol) were added and the reaction was heated to... Starting materials: c1ccc2c(c1)CCCN2, [Na+], [Na+], O=C([O-])[O-], O=[N+]([O-])O, O=S(=O)(O)O. Yields the product O=[N+]([O-])c1ccc2c(c1)NCCC2. Reaction SMILES: [NH:1]1[CH2:2][CH2:3][CH2:4][c:5]2[cH:6][cH:7][cH:8][cH:9][c:10]21.[Na+:15].[Na+:16].[O-:17][C:18](=[O:19])[O-:20].[OH:11][N+:12]([O-:13])=[O:14].[S:21](=[O:22])(=[O:23])([OH:24])[OH:25]>>[NH:1]1[CH2:2][CH2:3][CH2:4][c:5]2[cH:6][cH:7][c:8]([N+:12](=[O:11])[O-:13])[cH:9][c:10]21. The reactants are C(C)C=1C=C(C=C2C(=NNC12)C)CC(C1=NN=NN1)NC(=O)N1CCC(CC1)N1C(NC2=CC=CC=C2C1)=O (4-(2-oxo-1,4-dihydro-2H-quinazolin-3-yl)-piperidine-1-carboxylic acid [2-(7-ethyl-3-methyl-1H-indazol-5-yl)-1-(1H-tetrazol-5-yl)-ethyl]-amide), C([O-])([O-])=O.[Na+].[Na+] (sodium carbonate), IC (iodomethane). Run in CS(=O)C (dimethylsulfoxide), O (water). Run at time 8 hour. Product: C(C)C=1C=C(C=C2C(=NNC12)C)CC(C1=NN=NN1C)NC(=O)N1CCC(CC1)N1C(NC2=CC=CC=C2C1)=O ((±)-4-(2-Oxo-1,4-dihydro-2H-quinazolin-3-yl)-piperidine-1-carboxylic acid [2-(7-ethyl-3-methyl-1H-indazol-5-yl)-1-(1-methyl-1H-tetrazol-5-yl)-ethyl]-amide). As a reaction SMILES: [CH2:1]([C:3]1[CH:4]=[C:5]([CH2:13][CH:14]([NH:20][C:21]([N:23]2[CH2:28][CH2:27][CH:26]([N:29]3[CH2:38][C:37]4[C:32](=[CH:33][CH:34]=[CH:35][CH:36]=4)[NH:31][C:30]3=[O:39])[CH2:25][CH2:24]2)=[O:22])[C:15]2[NH:19][N:18]=[N:17][N:16]=2)[CH:6]=[C:7]2[C:11]=1[NH:10][N:9]=[C:8]2[CH3:12])[CH3:2].[C:40](=O)([O-])[O-].[Na+].[Na+].IC>CS(C)=O.O>[CH2:1]([C:3]1[CH:4]=[C:5]([CH2:13][CH:14]([NH:20][C:21]([N:23]2[CH2:24][CH2:25][CH:26]([N:29]3[CH2:38][C:37]4[C:32](=[CH:33][CH:34]=[CH:35][CH:36]=4)[NH:31][C:30]3=[O:39])[CH2:27][CH2:28]2)=[O:22])[C:15]2[N:16]([CH3:40])[N:17]=[N:18][N:19]=2)[CH:6]=[C:7]2[C:11]=1[NH:10][N:9]=[C:8]2[CH3:12])[CH3:2] |f:1.2.3|. Procedure details: A mixture of 4-(2-oxo-1,4-dihydro-2H-quinazolin-3-yl)-piperidine-1-carboxylic acid [2-(7-ethyl-3-methyl-1H-indazol-5-yl)-1-(1H-tetrazol-5-yl)-ethyl]-amide (50 mg, 0.1 mmol, 1.0 equiv), sodium carbonate (40.0 mg, 3.0 equiv), and iodomethane (24 μL, 3.0 equiv) were combined in dimethylsulfoxide and the mixture stirred at room temperature overnight. The mixture was then diluted with water and extracted with ethyl acetate (3×). The combined organic extracts were washed with water (3×), brine (3×), d... Reactants: CC=1N=C(SC1)NC1=NC=C(C(=O)OCC)C(=C1)OC1=CC=CC2=CC=CC=C12 (ethyl 6-(4-methylthiazol-2-ylamino)-4-(naphthalen-1-yloxy)nicotinate), solution, [H-].[Al+3].[Li+].[H-].[H-].[H-] (lithium aluminum hydride). The solvent is C1CCOC1 (THF), CCOCC (ether). Conditions: time 30 minute. Yields the product CC=1N=C(SC1)NC1=CC(=C(C=N1)CO)OC1=CC=CC2=CC=CC=C12 ((6-(4-methylthiazol-2-ylamino)-4-(naphthalen-1-yloxy)pyridin-3-yl)methanol). Isolated yield 81.8%. RXN SMILES: [CH3:1][C:2]1[N:3]=[C:4]([NH:7][C:8]2[CH:18]=[C:17]([O:19][C:20]3[C:29]4[C:24](=[CH:25][CH:26]=[CH:27][CH:28]=4)[CH:23]=[CH:22][CH:21]=3)[C:11]([C:12](OCC)=[O:13])=[CH:10][N:9]=2)[S:5][CH:6]=1.[H-].[Al+3].[Li+].[H-].[H-].[H-]>C1COCC1.CCOCC>[CH3:1][C:2]1[N:3]=[C:4]([NH:7][C:8]2[N:9]=[CH:10][C:11]([CH2:12][OH:13])=[C:17]([O:19][C:20]3[C:29]4[C:24](=[CH:25][CH:26]=[CH:27][CH:28]=4)[CH:23]=[CH:22][CH:21]=3)[CH:18]=2)[S:5][CH:6]=1 |f:1.2.3.4.5.6|. Reported procedure: A solution of ethyl 6-(4-methylthiazol-2-ylamino)-4-(naphthalen-1-yloxy)nicotinate (1.50 g, 3.70 mmol) in THF (15 mL) was added to a 1.0 M solution of lithium aluminum hydride (18.5 mL, 18.5 mmol) in ether at 0° C. and stirred for 30 minutes. The reaction was quenched with sodium sulfate decahydrate, stirred 30 minutes, and filtered. The solids were washed with THF, filtered, and concentrated. The residue was partitioned between ethyl acetate and water. The organic layer was washed with brine, d... Reactants: CC1(CNC2=CC(=CC=C12)N1CCOCC1)C (3,3-dimethyl-6-morpholinoindoline), ClC1=C(C(=NC2=CC(=CC=C12)F)C1=C(C=CC=C1)F)C (4-chloro-7-fluoro-2-(2-fluorophenyl)-3-methylquinoline), [H-].[Na+] (sodium hydride). Solvent: CN(C)C=O (DMF). Reaction conditions: temperature 130 celsius. Yields the product CC1(CN(C2=CC(=CC=C12)N1CCOCC1)C1=C(C(=NC2=CC(=CC=C12)F)C1=C(C=CC=C1)F)C)C (4-(3,3-Dimethyl-6-(4-morpholinyl)-2,3-dihydro-1H-indol-1-yl)-7-fluoro-2-(2-fluorophenyl)-3-methylquinoline). As a reaction SMILES: [CH3:1][C:2]1([CH3:17])[C:10]2[C:5](=[CH:6][C:7]([N:11]3[CH2:16][CH2:15][O:14][CH2:13][CH2:12]3)=[CH:8][CH:9]=2)[NH:4][CH2:3]1.Cl[C:19]1[C:28]2[C:23](=[CH:24][C:25]([F:29])=[CH:26][CH:27]=2)[N:22]=[C:21]([C:30]2[CH:35]=[CH:34][CH:33]=[CH:32][C:31]=2[F:36])[C:20]=1[CH3:37].[H-].[Na+]>CN(C=O)C>[CH3:1][C:2]1([CH3:17])[C:10]2[C:5](=[CH:6][C:7]([N:11]3[CH2:16][CH2:15][O:14][CH2:13][CH2:12]3)=[CH:8][CH:9]=2)[N:4]([C:19]2[C:28]3[C:23](=[CH:24][C:25]([F:29])=[CH:26][CH:27]=3)[N:22]=[C:21]([C:30]3[CH:35]=[CH:34][CH:33]=[CH:32][C:31]=3[F:36])[C:20]=2[CH3:37])[CH2:3]1 |f:2.3|. Procedure: Prepared according to procedure M using 3,3-dimethyl-6-morpholinoindoline (110 mg, 473 μmol), 4-chloro-7-fluoro-2-(2-fluorophenyl)-3-methylquinoline (137 mg, 473 μmol) in DMF (2 mL), and sodium hydride (38 mg, 946 μmol) and heating at 130° C. for 7 h. After purification 4-(1-(7-fluorophenyl)-3-methylquinolin-4-yl)-3,3-dimethylindolin-4-yl)-3,3-dimethylindolin-6-yl)morpholine was obtained. 1H NMR (400 MHz, DMSO-d6) δ ppm 7.94-8.03 (1H, m), 7.85 (1H, dd, J=10.0, 2.5 Hz), 7.52-7.68 (3H, m), 7.34-7.... Starting materials: Cl (Hydrogen chloride), Cl.N[C@H](C(C(=O)O)O)CC1CCCCC1 ((2RS, 3S)-3-amino-4-cyclohexyl-2-hydroxybutyric acid hydrochloride), C(C)(C)O (isopropyl alcohol). Yields the product Cl.C(C)(C)OC(C([C@H](CC1CCCCC1)N)O)=O ((2RS, 3S)-3-amino-4-cyclohexyl-2hydroxybutyric acid isopropyl ester hydrochloride). RXN SMILES: [ClH:1].Cl.[NH2:3][C@@H:4]([CH2:10][CH:11]1[CH2:16][CH2:15][CH2:14][CH2:13][CH2:12]1)[CH:5]([OH:9])[C:6]([OH:8])=[O:7].[CH:17](O)([CH3:19])[CH3:18]>>[ClH:1].[CH:17]([O:7][C:6](=[O:8])[CH:5]([OH:9])[C@@H:4]([NH2:3])[CH2:10][CH:11]1[CH2:16][CH2:15][CH2:14][CH2:13][CH2:12]1)([CH3:19])[CH3:18] |f:1.2,4.5|. Procedure details: Hydrogen chloride was passed into a solution of 100 mg of (2RS, 3S)-3-amino-4-cyclohexyl-2-hydroxybutyric acid hydrochloride in 12 ml of isopropyl alcohol with stirring under ice-cooling, and the mixture was heated under reflux for 2 hours. The reaction mixture was evaporated to dryness under reduced pressure, and the residue was purified by silica gel column chromatography (eluent: chloroform/methanol =15/1 by volume), and the eluate was acidified by adding hydrochloric acid. The mixture was ev... Starting materials: CC1=CC=2C(=C(C(=C(C2C(C)C)OC(=O)C)OC(=O)C)C=O)C(=C1C=3C(=CC4=C(C3OC(=O)C)C(=C(C(=C4C(C)C)OC(=O)C)OC(=O)C)C=O)C)OC(=O)C (gossypol acetic acid), (+)- and (−)-gossypol, imine, (+)- and (−)-gossypol, imine, amine, CC1=CC=2C(=C(C(=C(C2C(C)C)OC(=O)C)OC(=O)C)C=O)C(=C1C=3C(=CC4=C(C3OC(=O)C)C(=C(C(=C4C(C)C)OC(=O)C)OC(=O)C)C=O)C)OC(=O)C (gossypol acetic acid), CC1=C(C(=C2C(=C1)C(=C(C(=C2C=O)O)O)C(C)C)O)C3=C(C=C4C(=C3O)C(=C(C(=C4C(C)C)O)O)C=O)C.CC(=O)O ((−)-gossypol acetic acid), CC1=CC=2C(=C(C(=C(C2C(C)C)OC(=O)C)OC(=O)C)C=O)C(=C1C=3C(=CC4=C(C3OC(=O)C)C(=C(C(=C4C(C)C)OC(=O)C)OC(=O)C)C=O)C)OC(=O)C (gossypol acetic acid), CC1=CC=2C(=C(C(=C(C2C(C)C)OC(=O)C)OC(=O)C)C=O)C(=C1C=3C(=CC4=C(C3OC(=O)C)C(=C(C(=C4C(C)C)OC(=O)C)OC(=O)C)C=O)C)OC(=O)C (gossypol acetic acid), (+)- and (−)-gossypol. The product is CC1=CC=2C(=C(C(=C(C2C(C)C)O)O)C=O)C(=C1C=3C(=CC4=C(C3O)C(=C(C(=C4C(C)C)O)O)C=O)C)O (gossypol), amine. As a reaction SMILES: [CH3:1][C:2]1[CH:7]=[C:6]2[C:8]([CH:16]([CH3:18])[CH3:17])=[C:9]([OH:15])[C:10]([OH:14])=[C:11]([CH:12]=[O:13])[C:5]2=[C:4]([OH:19])[C:3]=1[C:20]1[C:25]([OH:26])=[C:24]2[C:27]([CH:36]=[O:37])=[C:28]([OH:35])[C:29]([OH:34])=[C:30]([CH:31]([CH3:33])[CH3:32])[C:23]2=[CH:22][C:21]=1[CH3:38].CC(O)=O.CC1C(C2C(C)=CC3C(C(C)C)=C(OC(C)=O)C(OC(C)=O)=C(C=O)C=3C=2OC(C)=O)=C(OC(C)=O)C2=C(C=O)C(OC(C)=O)=C(OC(C)=O)C(C(C)C)=C2C=1>>[CH3:1][C:2]1[C:3]([C:20]2[C:21]([CH3:38])=[CH:22][C:23]3[C:30]([CH:31]([CH3:33])[CH3:32])=[C:29]([OH:34])[C:28]([OH:35])=[C:27]([CH:36]=[O:37])[C:24]=3[C:25]=2[OH:26])=[C:4]([OH:19])[C:5]2=[C:11]([CH:12]=[O:13])[C:10]([OH:14])=[C:9]([OH:15])[C:8]([CH:16]([CH3:17])[CH3:18])=[C:6]2[CH:7]=1 |f:0.1|. Procedure details: A second aspect of the invention relates to methods of producing (−)-gossypol acetic acid co-crystals from gossypol acetic acid starting material comprising a mixture of (+)- and (−)-gossypol. In one embodiment the gossypol acetic acid starting material comprising a mixture of (+)- and (−)-gossypol is gossypol acetic acid co-crystals. In a first step in the methods, gossypol acetic acid starting material comprising a mixture of (+)- and (−)-gossypol is derivatized via imine (Schiff base) formati... Starting materials: C=C(C)c1ccc2cc(OC)ccc2c1, COc1ccc2cc(C(C)(C)OO)ccc2c1. The product is COc1ccc2cc(C(C)(C)O)ccc2c1. As a reaction SMILES: [CH3:18][O:19][c:20]1[cH:21][cH:22][c:23]2[c:24]([cH:25][cH:26][c:27]([C:28]([CH3:29])=[CH2:30])[cH:31]2)[cH:32]1.[CH3:1][O:2][c:3]1[cH:4][c:5]2[cH:6][cH:7][c:8]([C:13]([CH3:14])([CH3:15])[O:16][OH:17])[cH:9][c:10]2[cH:11][cH:12]1>>[CH3:1][O:2][c:3]1[cH:4][c:5]2[cH:6][cH:7][c:8]([C:13]([CH3:14])([CH3:15])[OH:16])[cH:9][c:10]2[cH:11][cH:12]1.